The task is: describe an organic reaction: reactants, conditions, products, and yield. This data is from the Open Reaction Database (ORD), a public repository of structured organic reaction records. The reactants are C[C@@H](CCC)OC1=NC(=C2N=C(N(C2=N1)CCC1CNCCC1)OC)N (2-{[(1S)-1-methylbutyl]oxy}-8-(methyloxy)-9-[2-(3-piperidinyl)ethyl]-9H-purin-6-amine), Cl (HCl), O1CCOCC1 (dioxane). The solvent is CO (methanol), CO (methanol). Reaction conditions: time 1.5 hour. The product is NC1=C2NC(N(C2=NC(=N1)O[C@H](CCC)C)CCC1CNCCC1)=O (6-Amino-2-{[(1S)-1-methylbutyl]oxy}-9-[2-(3-piperidinyl)ethyl]-7,9-dihydro-8H-purin-8-one). Isolated yield 63.6%. RXN SMILES: [CH3:1][C@H:2]([O:6][C:7]1[N:15]=[C:14]2[C:10]([N:11]=[C:12]([O:24]C)[N:13]2[CH2:16][CH2:17][CH:18]2[CH2:23][CH2:22][CH2:21][NH:20][CH2:19]2)=[C:9]([NH2:26])[N:8]=1)[CH2:3][CH2:4][CH3:5].Cl.O1CCOCC1>CO>[NH2:26][C:9]1[N:8]=[C:7]([O:6][C@@H:2]([CH3:1])[CH2:3][CH2:4][CH3:5])[N:15]=[C:14]2[C:10]=1[NH:11][C:12](=[O:24])[N:13]2[CH2:16][CH2:17][CH:18]1[CH2:23][CH2:22][CH2:21][NH:20][CH2:19]1. Procedure: To a solution of 2-{[(1S)-1-methylbutyl]oxy}-8-(methyloxy)-9-[2-(3-piperidinyl)ethyl]-9H-purin-6-amine (35 mg, 0.097 mmol) in methanol (4 ml) was added 4M HCl in dioxane (1.5 ml, 6.00 mmol) and the mixture was allowed to stir at room temperature for 1.5 hours. The reaction was then dried under a stream of nitrogen in the Radleys blowdown apparatus to give the crude product. This was redissolved in methanol (˜5 mL) and passed down a 2 g aminopropyl (—NH2) SPE cartridge. The filtrate was dried und... Starting materials: C1CCOC1, CC(C)[Mg+], [Cl-], O=C(Cl)c1ccc(I)cc1. Product: CC(C)C(=O)c1ccc(I)cc1. RXN SMILES: [CH2:16]1[O:17][CH2:18][CH2:19][CH2:20]1.[CH:2]([CH3:3])([CH3:4])[Mg+:5].[Cl-:1].[I:6][c:7]1[cH:8][cH:9][c:10]([C:11](=[O:12])[Cl:13])[cH:14][cH:15]1>>[CH:2]([CH3:3])([CH3:4])[C:11]([c:10]1[cH:9][cH:8][c:7]([I:6])[cH:15][cH:14]1)=[O:12]. Starting materials: C1(CCCCC1)N1CC(CC1)O (N-cyclohexyl-3-pyrrolidinol), C([O-])([O-])=O.[Na+].[Na+] (sodium carbonate), Cl (hydrogen chloride), S(=O)(Cl)Cl (thionyl chloride). Solvent: C(Cl)(Cl)Cl (chloroform). Product: C1(CCCCC1)N1CC(CC1)Cl (N-cyclohexyl-3-chloropyrrolidine). RXN SMILES: [CH:1]1([N:7]2[CH2:11][CH2:10][CH:9](O)[CH2:8]2)[CH2:6][CH2:5][CH2:4][CH2:3][CH2:2]1.Cl.S(Cl)([Cl:16])=O.C(=O)([O-])[O-].[Na+].[Na+]>C(Cl)(Cl)Cl>[CH:1]1([N:7]2[CH2:11][CH2:10][CH:9]([Cl:16])[CH2:8]2)[CH2:6][CH2:5][CH2:4][CH2:3][CH2:2]1 |f:3.4.5|. Procedure: To a stirred solution of 169 g. of N-cyclohexyl-3-pyrrolidinol in 600 ml. of chloroform, acidified with gaseous hydrogen chloride, is added 130 g. of thionyl chloride. This solution is refluxed for four hours, then poured onto ice water and made basic with sodium carbonate. The organic layer is dried over sodium sulfate, concentrated, and the residue distilled in vacuo to give N-cyclohexyl-3-chloropyrrolidine. The reactants are NC1=CC(=NC=N1)N1CCN(CC1)CC(=O)NC(C)C (2-[4-(6-aminopyrimidin-4-yl)piperazin-1-yl]-N-isopropylacetamide), [H-].[Na+] (sodium hydride), ClC=1SC(=CN1)C#N (2-chloro-1,3-thiazole-5-carbonitrile). Product: C(#N)C1=CN=C(S1)NC1=CC(=NC=N1)N1CCN(CC1)CC(=O)NC(C)C (2-(4-{6-[(5-cyano-1,3-thiazol-2-yl)amino]pyrimidin-4-yl}piperazin-1-yl)-N-isopropylacetamide). Reaction SMILES: [NH2:1][C:2]1[N:7]=[CH:6][N:5]=[C:4]([N:8]2[CH2:13][CH2:12][N:11]([CH2:14][C:15]([NH:17][CH:18]([CH3:20])[CH3:19])=[O:16])[CH2:10][CH2:9]2)[CH:3]=1.[H-].[Na+].Cl[C:24]1[S:25][C:26]([C:29]#[N:30])=[CH:27][N:28]=1>>[C:29]([C:26]1[S:25][C:24]([NH:1][C:2]2[N:7]=[CH:6][N:5]=[C:4]([N:8]3[CH2:13][CH2:12][N:11]([CH2:14][C:15]([NH:17][CH:18]([CH3:20])[CH3:19])=[O:16])[CH2:10][CH2:9]3)[CH:3]=2)=[N:28][CH:27]=1)#[N:30] |f:1.2|. Procedure: 2-[4-(6-aminopyrimidin-4-yl)piperazin-1-yl]-N-isopropylacetamide 13-2 (0.45 g, 1.62 mmol), sodium hydride (0.13 g, 3.25 mmol) and 2-chloro-1,3-thiazole-5-carbonitrile 2-2 (0.235 g, 1.62 mmol) were treated as in Scheme 4 above. The product was purified on a C18 preparative column and isolated via lyophilization. Hi-Res MS: calc: 387.1710 found: 387.1691. 1NMR (DMSO): 8.51 ppm (s, 1H); 8.47 ppm (s, 1H); 8.28 ppm (s, 1H); 6.30 ppm (s, 1H); 4.35 ppm (m, 2H); 3.91 ppm (m, 4H); 3.39 ppm (m, 2H); 3.18 ...